This data is from the Open Reaction Database (ORD), a public repository of structured organic reaction records. The task is: describe an organic reaction: reactants, conditions, products, and yield The reactants are CC(C)(C)OC(=O)Nc1ccc(-c2cccs2)cc1NC(=O)c1cc2ccc(C(F)C(N)=O)cc2s1, ClCCl, O=C(O)C(F)(F)F. Yields the product NC(=O)C(F)c1ccc2cc(C(=O)Nc3cc(-c4cccs4)ccc3N)sc2c1. As a reaction SMILES: [C:1]([O:2][C:3](=[O:4])[NH:7][c:8]1[c:9]([NH:19][C:20](=[O:21])[c:22]2[cH:23][c:24]3[c:25]([s:26]2)[cH:27][c:28]([CH:31]([F:32])[C:33]([NH2:34])=[O:35])[cH:29][cH:30]3)[cH:10][c:11](-[c:14]2[s:15][cH:16][cH:17][cH:18]2)[cH:12][cH:13]1)([CH3:5])([CH3:6])[CH3:36].[CH2:44]([Cl:45])[Cl:46].[OH:37][C:38]([C:39]([F:40])([F:41])[F:42])=[O:43]>>[NH2:7][c:8]1[c:9]([NH:19][C:20](=[O:21])[c:22]2[cH:23][c:24]3[c:25]([s:26]2)[cH:27][c:28]([CH:31]([F:32])[C:33]([NH2:34])=[O:35])[cH:29][cH:30]3)[cH:10][c:11](-[c:14]2[s:15][cH:16][cH:17][cH:18]2)[cH:12][cH:13]1. The reactants are C=CCON1C(=O)c2ccc(N3CCCC3)c3cc(Br)cc(c23)C1=O, ClCCl, [SiH3]c1ccccc1, c1ccc(P(c2ccccc2)(c2ccccc2)[Pd](P(c2ccccc2)(c2ccccc2)c2ccccc2)(P(c2ccccc2)(c2ccccc2)c2ccccc2)P(c2ccccc2)(c2ccccc2)c2ccccc2)cc1. The product is O=C1c2ccc(N3CCCC3)c3cc(Br)cc(c23)C(=O)N1O. Reaction SMILES: [CH2:1]([CH:2]=[CH2:3])[O:4][N:5]1[C:6](=[O:25])[c:7]2[cH:8][cH:9][c:10]([N:20]3[CH2:21][CH2:22][CH2:23][CH2:24]3)[c:11]3[c:12]2[c:13]([cH:16][c:17]([Br:19])[cH:18]3)[C:14]1=[O:15].[Cl:33][CH2:34][Cl:35].[c:26]1([SiH3:27])[cH:28][cH:29][cH:30][cH:31][cH:32]1.[cH:36]1[cH:37][cH:38][c:39]([P:40]([Pd:41]([P:42]([c:43]2[cH:44][cH:45][cH:46][cH:47][cH:48]2)([c:49]2[cH:50][cH:51][cH:52][cH:53][cH:54]2)[c:55]2[cH:56][cH:57][cH:58][cH:59][cH:60]2)([P:61]([c:62]2[cH:63][cH:64][cH:65][cH:66][cH:67]2)([c:68]2[cH:69][cH:70][cH:71][cH:72][cH:73]2)[c:74]2[cH:75][cH:76][cH:77][cH:78][cH:79]2)[P:80]([c:81]2[cH:82][cH:83][cH:84][cH:85][cH:86]2)([c:87]2[cH:88][cH:89][cH:90][cH:91][cH:92]2)[c:93]2[cH:94][cH:95][cH:96][cH:97][cH:98]2)([c:99]2[cH:100][cH:101][cH:102][cH:103][cH:104]2)[c:105]2[cH:106][cH:107][cH:108][cH:109][cH:110]2)[cH:111][cH:112]1>>[OH:4][N:5]1[C:6](=[O:25])[c:7]2[cH:8][cH:9][c:10]([N:20]3[CH2:21][CH2:22][CH2:23][CH2:24]3)[c:11]3[c:12]2[c:13]([cH:16][c:17]([Br:19])[cH:18]3)[C:14]1=[O:15]. Reactants: CCCc1c(Cl)c2cc(Br)ccc2oc1=O, CCCCS, CCO, [Na]. Product: CCCCSc1c(CCC)c(=O)oc2ccc(Br)cc12. As a reaction SMILES: [Br:7][c:8]1[cH:9][cH:10][c:11]2[c:12]([c:13]([Cl:21])[c:14]([CH2:18][CH2:19][CH3:20])[c:15](=[O:17])[o:16]2)[cH:22]1.[CH2:1]([CH2:2][CH2:3][CH3:4])[SH:5].[CH3:23][CH2:24][OH:25].[Na:6]>>[CH2:1]([CH2:2][CH2:3][CH3:4])[S:5][c:13]1[c:12]2[c:11]([cH:10][cH:9][c:8]([Br:7])[cH:22]2)[o:16][c:15](=[O:17])[c:14]1[CH2:18][CH2:19][CH3:20]. Procedure details: A mixture of 7-benzyloxy-6-methoxy-4-[2-methyl-5-(2-morpholinopyridine-4-carboxamido)anilino]quinazoline dihydrochloride (4.45 g) and trifluoroacetic acid (20 ml) was stirred and heated to reflux for 90 minutes. The mixture was cooled to ambient temperature and evaporated. A mixture of a dilute aqueous sodium bicarbonate solution and methylene chloride was added to the residue and the resultant mixture was stirred for 30 minutes at ambient temperature. The precipitated solid was collected, washe... Solvent: FC(C(=O)O)(F)F (trifluoroacetic acid). As a reaction SMILES: Cl.Cl.C([O:10][C:11]1[CH:20]=[C:19]2[C:14]([C:15]([NH:21][C:22]3[CH:27]=[C:26]([NH:28][C:29]([C:31]4[CH:36]=[CH:35][N:34]=[C:33]([N:37]5[CH2:42][CH2:41][O:40][CH2:39][CH2:38]5)[CH:32]=4)=[O:30])[CH:25]=[CH:24][C:23]=3[CH3:43])=[N:16][CH:17]=[N:18]2)=[CH:13][C:12]=1[O:44][CH3:45])C1C=CC=CC=1>FC(F)(F)C(O)=O>[OH:10][C:11]1[CH:20]=[C:19]2[C:14]([C:15]([NH:21][C:22]3[CH:27]=[C:26]([NH:28][C:29]([C:31]4[CH:36]=[CH:35][N:34]=[C:33]([N:37]5[CH2:42][CH2:41][O:40][CH2:39][CH2:38]5)[CH:32]=4)=[O:30])[CH:25]=[CH:24][C:23]=3[CH3:43])=[N:16][CH:17]=[N:18]2)=[CH:13][C:12]=1[O:44][CH3:45] |f:0.1.2|. The product is OC1=C(C=C2C(=NC=NC2=C1)NC1=C(C=CC(=C1)NC(=O)C1=CC(=NC=C1)N1CCOCC1)C)OC (7-hydroxy-6-methoxy-4-[2-methyl-5-(2-morpholinopyridine-4-carboxamido)anilino]quinazoline). Starting materials: Cl.Cl.C(C1=CC=CC=C1)OC1=C(C=C2C(=NC=NC2=C1)NC1=C(C=CC(=C1)NC(=O)C1=CC(=NC=C1)N1CCOCC1)C)OC (7-benzyloxy-6-methoxy-4-[2-methyl-5-(2-morpholinopyridine-4-carboxamido)anilino]quinazoline dihydrochloride).